From a dataset of the Open Reaction Database (ORD), a public repository of structured organic reaction records. describe an organic reaction: reactants, conditions, products, and yield Procedure details: The product from step b) (716 mg, 1.74 mmol) and potassium acetate (177 mg, 1.80 mmol) were dissolved in N,N-dimethylacetamide (17 mL). The solution was deoxygenated in vacuo and put under nitrogen atmosphere prior to addition of tetrakis(triphenylphosphine)palladium(0) (200 mg, 0.17 mmol). The resulting suspension was heated on an oil bath at 130° C. for 3 h. Addition of water (100 mL) gave a white precipitate which was filtered, washed with water and dried to give the sub-title compound Reagents/catalysts: C=1C=CC(=CC1)[P](C=2C=CC=CC2)(C=3C=CC=CC3)[Pd]([P](C=4C=CC=CC4)(C=5C=CC=CC5)C=6C=CC=CC6)([P](C=7C=CC=CC7)(C=8C=CC=CC8)C=9C=CC=CC9)[P](C=1C=CC=CC1)(C=1C=CC=CC1)C=1C=CC=CC1 (tetrakis(triphenylphosphine)palladium(0)). Run at temperature 130 celsius. Product: FC(C(=O)NCC=1C=C2CN3C(=CC4=CC=CC=C34)C2=CC1)(F)F (2,2,2-Trifluoro-N-isoindolo[2,1-a]indol-8-ylmethyl-acetamide). Reactants: BrC1=C(C=C(CNC(C(F)(F)F)=O)C=C1)CN1C=CC2=CC=CC=C12 (N-(4-bromo-3-indol-1-ylmethyl-benzyl)-2,2,2-trifluoro-acetamide), C(C)(=O)[O-].[K+] (potassium acetate), O (water). Solvent: CN(C(C)=O)C (N,N-dimethylacetamide). Reaction SMILES: Br[C:2]1[CH:15]=[CH:14][C:5]([CH2:6][NH:7][C:8](=[O:13])[C:9]([F:12])([F:11])[F:10])=[CH:4][C:3]=1[CH2:16][N:17]1[C:25]2[C:20](=[CH:21][CH:22]=[CH:23][CH:24]=2)[CH:19]=[CH:18]1.C([O-])(=O)C.[K+].O>CN(C)C(=O)C.C1C=CC([P]([Pd]([P](C2C=CC=CC=2)(C2C=CC=CC=2)C2C=CC=CC=2)([P](C2C=CC=CC=2)(C2C=CC=CC=2)C2C=CC=CC=2)[P](C2C=CC=CC=2)(C2C=CC=CC=2)C2C=CC=CC=2)(C2C=CC=CC=2)C2C=CC=CC=2)=CC=1>[F:10][C:9]([F:12])([F:11])[C:8]([NH:7][CH2:6][C:5]1[CH:4]=[C:3]2[C:2](=[CH:15][CH:14]=1)[C:18]1=[CH:19][C:20]3[C:25]([N:17]1[CH2:16]2)=[CH:24][CH:23]=[CH:22][CH:21]=3)=[O:13] |f:1.2,^1:41,43,62,81|. Reactants: CC(=O)OC(C)C=Cc1cnc(Oc2ccc(OC(C)C)cc2)s1, CCCCCC, [N-]=[N+]=[N-], [Na+], C1CCOC1, c1ccc(P(c2ccccc2)(c2ccccc2)[Pd](P(c2ccccc2)(c2ccccc2)c2ccccc2)(P(c2ccccc2)(c2ccccc2)c2ccccc2)P(c2ccccc2)(c2ccccc2)c2ccccc2)cc1. Yields the product CC(C=Cc1cnc(Oc2ccc(OC(C)C)cc2)s1)N=[N+]=[N-]. As a reaction SMILES: [C:1]([O:2][CH:5]([CH:6]=[CH:7][c:8]1[cH:9][n:10][c:11]([O:13][c:14]2[cH:15][cH:16][c:17]([O:20][CH:21]([CH3:22])[CH3:23])[cH:18][cH:19]2)[s:12]1)[CH3:24])(=[O:3])[CH3:4].[CH3:29][CH2:30][CH2:31][CH2:32][CH2:33][CH3:34].[N-:26]=[N+:27]=[N-:28].[Na+:25].[O:35]1[CH2:36][CH2:37][CH2:38][CH2:39]1.[cH:40]1[cH:41][cH:42][c:43]([P:44]([Pd:45]([P:46]([c:47]2[cH:48][cH:49][cH:50][cH:51][cH:52]2)([c:53]2[cH:54][cH:55][cH:56][cH:57][cH:58]2)[c:59]2[cH:60][cH:61][cH:62][cH:63][cH:64]2)([P:65]([c:66]2[cH:67][cH:68][cH:69][cH:70][cH:71]2)([c:72]2[cH:73][cH:74][cH:75][cH:76][cH:77]2)[c:78]2[cH:79][cH:80][cH:81][cH:82][cH:83]2)[P:84]([c:85]2[cH:86][cH:87][cH:88][cH:89][cH:90]2)([c:91]2[cH:92][cH:93][cH:94][cH:95][cH:96]2)[c:97]2[cH:98][cH:99][cH:100][cH:101][cH:102]2)([c:103]2[cH:104][cH:105][cH:106][cH:107][cH:108]2)[c:109]2[cH:110][cH:111][cH:112][cH:113][cH:114]2)[cH:115][cH:116]1>>[CH:5]([CH:6]=[CH:7][c:8]1[cH:9][n:10][c:11]([O:13][c:14]2[cH:15][cH:16][c:17]([O:20][CH:21]([CH3:22])[CH3:23])[cH:18][cH:19]2)[s:12]1)([CH3:24])[N:26]=[N+:27]=[N-:28]. The reactants are CN(C)C=C1CN(CCC1=O)C=1C(=NC=CC1C)OCC1=CC=C(C=C1)OC (3-dimethylaminomethylene-2′-(4-methoxybenzyloxy)-4′-methyl-2,3,5,6-tetrahydro[1,3′]bipyridinyl-4-one), C(O)(O)=O.NC(=N)N (guanidine carbonate), O.O.O.C(C)(=O)[O-].[Na+] (sodium acetate trihydrate). Solvent: CO (methanol). Conditions: time 8 hour. Product: COC1=CC=C(COC2=NC=CC(=C2N2CC3=C(N=C(N=C3)N)CC2)C)C=C1 (6-{2-[(4-methoxybenzyl)oxy]-4-methylpyridin-3-yl}-5,6,7,8-tetrahydropyrido[4,3-d]pyrimidin-2-amine). Isolated yield 37.0%. RXN SMILES: CN([CH:4]=[C:5]1[C:10](=O)[CH2:9][CH2:8][N:7]([C:12]2[C:13]([O:19][CH2:20][C:21]3[CH:26]=[CH:25][C:24]([O:27][CH3:28])=[CH:23][CH:22]=3)=[N:14][CH:15]=[CH:16][C:17]=2[CH3:18])[CH2:6]1)C.C(=O)(O)O.[NH2:33][C:34]([NH2:36])=[NH:35].O.O.O.C([O-])(=O)C.[Na+]>CO>[CH3:28][O:27][C:24]1[CH:25]=[CH:26][C:21]([CH2:20][O:19][C:13]2[C:12]([N:7]3[CH2:8][CH2:9][C:10]4[N:35]=[C:34]([NH2:36])[N:33]=[CH:4][C:5]=4[CH2:6]3)=[C:17]([CH3:18])[CH:16]=[CH:15][N:14]=2)=[CH:22][CH:23]=1 |f:1.2,3.4.5.6.7|. Reported procedure: A solution of 3-dimethylaminomethylene-2′-(4-methoxybenzyloxy)-4′-methyl-2,3,5,6-tetrahydro[1,3′]bipyridinyl-4-one (5.21 g, 13.66 mmol) in methanol (340 ml) was treated with guanidine carbonate (9.84 g, 54.63 mmol), followed by addition of sodium acetate trihydrate (14.87 g, 109.28 mmol) and the reaction mixture was refluxed for 3 hours. The solvent was removed in vacuo and the residue was partitioned between water and dichloromethane. The separated organic layer was dried (MgSO4), filtered, and... The reactants are C(CCCCC)=O (hexanal), [Cl-].[NH4+] (ammonium chloride), C(CCCCCCCC)C1=C(C=CC=C1)Br (2-nonylbromobenzene), [Mg] (magnesium), C(CCCCCCCC)C1=C(C=CC=C1)Br (2-nonylbromobenzene). Reagents/catalysts: C(Cl)(Cl)(Cl)Cl (carbon tetrachloride). Run in O1CCCC1 (tetrahydrofuran), O1CCCC1 (tetrahydrofuran), O1CCCC1 (tetrahydrofuran), O1CCCC1 (tetrahydrofuran). Reaction conditions: temperature -70 celsius, time 1 hour. The product is C(CCCCCCCC)C1=C(C=CC=C1)C(CCCCC)O (1-(2-nonylphenyl)-1-hexanol). Reaction SMILES: [CH2:1]([C:10]1[CH:15]=[CH:14][CH:13]=[CH:12][C:11]=1Br)[CH2:2][CH2:3][CH2:4][CH2:5][CH2:6][CH2:7][CH2:8][CH3:9].[Mg].[CH:18](=[O:24])[CH2:19][CH2:20][CH2:21][CH2:22][CH3:23].[Cl-].[NH4+]>O1CCCC1.C(Cl)(Cl)(Cl)Cl>[CH2:1]([C:10]1[CH:15]=[CH:14][CH:13]=[CH:12][C:11]=1[CH:18]([OH:24])[CH2:19][CH2:20][CH2:21][CH2:22][CH3:23])[CH2:2][CH2:3][CH2:4][CH2:5][CH2:6][CH2:7][CH2:8][CH3:9] |f:3.4|. Procedure: A third of a solution of 11 g of 2-nonylbromobenzene [cf. EP-OL 0 123 543] in 15 ml of tetrahydrofuran is added to a mixture, stirred under an argon atmosphere, of 1.1 g of magnesium turnings, 8 ml of tetrahydrofuran and 3 drops of carbon tetrachloride, and the whole is heated at the boil, under reflux, for 30 minutes. The remainder of the solution of 2-nonylbromobenzene (cf. EP-OL 0 123 543) is then added dropwise over a period of 35 minutes and the reaction mixture is maintained under reflux f... Reactants: CCCCCO, CCCCCCC, NS(=O)(=O)c1cc2c(cc1Cl)C(=O)NC2=O, Cc1ccccc1CN1CCC(N)CC1, O=C1NC(=O)c2ccccc21. The product is Cc1ccccc1CN1CCC(N2C(=O)c3cc(Cl)c(S(N)(=O)=O)cc3C2=O)CC1. Reaction SMILES: [CH2:32]([OH:33])[CH2:34][CH2:35][CH2:36][CH3:37].[CH3:49][CH2:50][CH2:51][CH2:52][CH2:53][CH2:54][CH3:55].[Cl:1][c:2]1[cH:3][c:4]2[c:5]([cH:11][c:12]1[S:13]([NH2:14])(=[O:15])=[O:16])[C:6](=[O:7])[NH:8][C:9]2=[O:10].[NH2:17][CH:18]1[CH2:19][CH2:20][N:21]([CH2:24][c:25]2[c:26]([CH3:31])[cH:27][cH:28][cH:29][cH:30]2)[CH2:22][CH2:23]1.[O:38]=[C:39]1[c:40]2[c:41]([cH:42][cH:43][cH:44][cH:45]2)[C:46](=[O:47])[NH:48]1>>[Cl:1][c:2]1[cH:3][c:4]2[c:5]([cH:11][c:12]1[S:13]([NH2:14])(=[O:15])=[O:16])[C:6](=[O:7])[N:8]([CH:18]1[CH2:19][CH2:20][N:21]([CH2:24][c:25]3[c:26]([CH3:31])[cH:27][cH:28][cH:29][cH:30]3)[CH2:22][CH2:23]1)[C:9]2=[O:10]. Starting materials: C(C)(=O)N1C(=NCC1)NC1=CC(=NN1C1=CC(=CC=C1)Cl)C (1-Acetyl-2-[1-(3-chlorophenyl)-3-methyl-5-pyrazolyl]amino-2-imidazoline), Cl (HCl), Cl (HCl). Run in CO (methanol). Yields the product Cl.ClC=1C=C(C=CC1)N1N=C(C=C1NC=1NCCN1)C (2-[1-(3-chlorophenyl)-3-methyl-5-pyrazolyl]amino-2-imidazoline HCl). RXN SMILES: C([N:4]1[CH2:8][CH2:7][N:6]=[C:5]1[NH:9][C:10]1[N:14]([C:15]2[CH:20]=[CH:19][CH:18]=[C:17]([Cl:21])[CH:16]=2)[N:13]=[C:12]([CH3:22])[CH:11]=1)(=O)C.Cl>CO>[ClH:21].[Cl:21][C:17]1[CH:16]=[C:15]([N:14]2[C:10]([NH:9][C:5]3[NH:6][CH2:7][CH2:8][N:4]=3)=[CH:11][C:12]([CH3:22])=[N:13]2)[CH:20]=[CH:19][CH:18]=1 |f:3.4|. Reported procedure: 1-Acetyl-2-[1-(3-chlorophenyl)-3-methyl-5-pyrazolyl]amino-2-imidazoline (19.7 g.) was treated with HCl in methanol as described in Example II to give 6.5 g. product as the HCl salt, mp 208°-209°.